This data is from the Open Reaction Database (ORD), a public repository of structured organic reaction records. The task is: describe an organic reaction: reactants, conditions, products, and yield The reactants are OCc1ccc2c(c1)Sc1ccc(F)cc1C=C2, OCc1ccc2c(c1)Sc1ccccc1C=C2. Yields the product O=S1c2ccc(F)cc2C=Cc2ccc(CO)cc21. Reaction SMILES: [F:1][c:2]1[cH:3][cH:4][c:5]2[c:6]([cH:18]1)[CH:7]=[CH:8][c:9]1[c:10]([cH:12][c:13]([CH2:16][OH:17])[cH:14][cH:15]1)[S:11]2.[OH:19][CH2:20][c:21]1[cH:22][cH:23][c:24]2[c:34]([cH:35]1)[S:33][c:32]1[c:27]([cH:28][cH:29][cH:30][cH:31]1)[CH:26]=[CH:25]2>>[F:1][c:2]1[cH:3][cH:4][c:5]2[c:6]([cH:18]1)[CH:7]=[CH:8][c:9]1[c:10]([cH:12][c:13]([CH2:16][OH:17])[cH:14][cH:15]1)[S:11]2=[O:19]. The reactants are O=CN1CCN(CCCCl)CC1, [I-], N#CCc1ccc(N)cc1, [Na+], [Na+], [OH-], O. Yields the product N#CCc1ccc(NCCCN2CCN(C=O)CC2)cc1. As a reaction SMILES: [CH:1](=[O:2])[N:3]1[CH2:4][CH2:5][N:6]([CH2:9][CH2:10][CH2:11][Cl:12])[CH2:7][CH2:8]1.[I-:24].[NH2:13][c:14]1[cH:15][cH:16][c:17]([CH2:18][C:19]#[N:20])[cH:21][cH:22]1.[Na+:23].[Na+:26].[OH-:25].[OH2:27]>>[CH:1](=[O:2])[N:3]1[CH2:4][CH2:5][N:6]([CH2:9][CH2:10][CH2:11][NH:13][c:14]2[cH:15][cH:16][c:17]([CH2:18][C:19]#[N:20])[cH:21][cH:22]2)[CH2:7][CH2:8]1. The reactants are CC(C)(C)OC(=O)N[C@@H]1CCC[C@@H](C1)C(=O)N, C1CCC2=C(C=NN2CC1)C3=CC(=NC=C3F)Cl. Reagents/catalysts: C(=O)([O-])[O-].[Cs+].[Cs+], CC1(C2=C(C(=CC=C2)P(C3=CC=CC=C3)C4=CC=CC=C4)OC5=C1C=CC=C5P(C6=CC=CC=C6)C7=CC=CC=C7)C, C1=CC=C(C=C1)P(C2=CC=CC=C2)C3=CC=CC=C3.C1=CC=C(C=C1)P(C2=CC=CC=C2)C3=CC=CC=C3.C1=CC=C(C=C1)P(C2=CC=CC=C2)C3=CC=CC=C3.C1=CC=C(C=C1)P(C2=CC=CC=C2)C3=CC=CC=C3.[Pd]. Run in C1COCCO1. Reaction conditions: temperature 120 celsius. Yields the product CC(C)(C)OC(=O)N[C@@H]1CCC[C@@H](C1)C(=O)NC2=NC=C(C(=C2)C3=C4CCCCCN4N=C3)F. Yield: 72.4%. Reported procedure: Tetrakis(triphenylphosphine)palladium(0) (0.304 g, 0.26 mmol) was added to 3-(2-chloro-5-fluoropyridin-4-yl)-5,6,7,8-tetrahydro-4H-pyrazolo[1,5-a]azepine (0.700 g, 2.63 mmol), tert-butyl ((1R,3S)-3-carbamoylcyclohexyl)carbamate (0.638 g, 2.63 mmol) and 9,9-dimethyl-4,5-bis(diphenylphosphino)xanthene (0.305 g, 0.53 mmol) and Cesium carbonate (2.58 g, 7.90 mmol) in 1,4-dioxane (10 mL)Degassed for 5 mins under nitrogen and the resulting suspension was stirred at 120 °C for 17 hours in the microwave... Reactants: CC1=NNC2=CC=C(C=C12)C(=O)N1CCC2(CC1)OC1=CC=C(C=C1C(C2)=O)C=2C=NN(C2)C (1′-[(3-methyl-1H-indazol-5-yl)carbonyl]-6-(1-methyl-1H-pyrazol-4-yl)spiro[chroman-2,4′-piperidin]-4-one), COC(=O)C=1C=C(C=CC1)B(O)O ([3-(methoxycarbonyl)phenyl]boronic acid), COC(=O)C1=CC=C(C=C1)B(O)O ([4-(methoxycarbonyl)phenyl]boronic acid). The product is CC1=NN(C2=CC=C(C=C12)C(=O)N1CCC2(CC1)OC1=CC=C(C=C1C(C2)=O)C=2C=NN(C2)C)C=2C=C(C(=O)OC)C=CC2 (Methyl 3-(3-methyl-5-{[6-(1-methyl-1H-pyrazol-4-yl)-4-oxospiro[chroman-2,4′-piperidin]-1′yl]carbonyl}-1H-indazol-1-yl)benzoate). Reaction SMILES: [CH3:1][C:2]1[C:10]2[C:5](=[CH:6][CH:7]=[C:8]([C:11]([N:13]3[CH2:18][CH2:17][C:16]4([CH2:27][C:26](=[O:28])[C:25]5[C:20](=[CH:21][CH:22]=[C:23]([C:29]6[CH:30]=[N:31][N:32]([CH3:34])[CH:33]=6)[CH:24]=5)[O:19]4)[CH2:15][CH2:14]3)=[O:12])[CH:9]=2)[NH:4][N:3]=1.[CH3:35][O:36][C:37]([C:39]1[CH:40]=[C:41](B(O)O)[CH:42]=[CH:43][CH:44]=1)=[O:38].COC(C1C=CC(B(O)O)=CC=1)=O>>[CH3:1][C:2]1[C:10]2[C:5](=[CH:6][CH:7]=[C:8]([C:11]([N:13]3[CH2:14][CH2:15][C:16]4([CH2:27][C:26](=[O:28])[C:25]5[C:20](=[CH:21][CH:22]=[C:23]([C:29]6[CH:30]=[N:31][N:32]([CH3:34])[CH:33]=6)[CH:24]=5)[O:19]4)[CH2:17][CH2:18]3)=[O:12])[CH:9]=2)[N:4]([C:43]2[CH:44]=[C:39]([CH:40]=[CH:41][CH:42]=2)[C:37]([O:36][CH3:35])=[O:38])[N:3]=1. Procedure details: The intended compound was produced according to the procedure described in Example 28-2 but using 1′-[(3-methyl-1H-indazol-5-yl)carbonyl]-6-(1-methyl-1H-pyrazol-4-yl)spiro[chroman-2,4′-piperidin]-4-one and [3-(methoxycarbonyl)phenyl]boronic acid in place of 1′-[(3-methyl-1H-indazol-6-yl)carbonyl]-6-(1-methyl-1H-pyrazol-4-yl)spiro[chroman-2,4′-piperidin]-4-one and [4-(methoxycarbonyl)phenyl]boronic acid. Reactants: ClCc1ccc(Cl)cc1, OC(CNc1ccc(Cl)c(Cl)c1)Cn1ccnc1, [H-], [H][H], [Na+], C1CCOC1, O. Yields the product Clc1ccc(COC(CNc2ccc(Cl)c(Cl)c2)Cn2ccnc2)cc1. As a reaction SMILES: [Cl:28][c:29]1[cH:30][cH:31][c:32]([CH2:33][Cl:34])[cH:35][cH:36]1.[Cl:8][c:9]1[cH:10][c:11]([NH:12][CH2:13][CH:14]([CH2:15][n:16]2[cH:17][n:18][cH:19][cH:20]2)[OH:21])[cH:22][cH:23][c:24]1[Cl:25].[H-:6].[H:26][H:27].[Na+:7].[O:1]1[CH2:2][CH2:3][CH2:4][CH2:5]1.[OH2:37]>>[Cl:8][c:9]1[cH:10][c:11]([NH:12][CH2:13][CH:14]([CH2:15][n:16]2[cH:17][n:18][cH:19][cH:20]2)[O:21][CH2:33][c:32]2[cH:31][cH:30][c:29]([Cl:28])[cH:36][cH:35]2)[cH:22][cH:23][c:24]1[Cl:25]. Reactants: COC(C(=O)O)c1ccc(OCc2ccccc2)cc1, CCO. Product: COC(C(=O)O)c1ccc(O)cc1. Reaction SMILES: [CH2:1]([c:2]1[cH:3][cH:4][cH:5][cH:6][cH:7]1)[O:8][c:9]1[cH:10][cH:11][c:12]([CH:15]([C:16](=[O:17])[OH:18])[O:19][CH3:20])[cH:13][cH:14]1.[CH3:21][CH2:22][OH:23]>>[OH:8][c:9]1[cH:10][cH:11][c:12]([CH:15]([C:16](=[O:17])[OH:18])[O:19][CH3:20])[cH:13][cH:14]1.